From a dataset of the Open Reaction Database (ORD), a public repository of structured organic reaction records. describe an organic reaction: reactants, conditions, products, and yield Reactants: ClC1C2=C(OCC3=C1C=CC=C3)C=CC(=C2)OC (11-Chloro-2-methoxy-6,11-dihydrodibenz[b,e]oxepin), C(#N)[Cu] (CuCN). Solvent: C1=CC=CC=C1 (benzene), C1=CC=CC=C1 (benzene), CCCCCC (hexane). The product is C(#N)C1C2=C(OCC3=C1C=CC=C3)C=CC(=C2)OC (11-cyano-2-methoxy-6,11-dihydrodibenz[b,e]oxepin). Reaction SMILES: Cl[CH:2]1[C:8]2[CH:9]=[CH:10][CH:11]=[CH:12][C:7]=2[CH2:6][O:5][C:4]2[CH:13]=[CH:14][C:15]([O:17][CH3:18])=[CH:16][C:3]1=2.[C:19]([Cu])#[N:20]>C1C=CC=CC=1.CCCCCC>[C:19]([CH:2]1[C:8]2[CH:9]=[CH:10][CH:11]=[CH:12][C:7]=2[CH2:6][O:5][C:4]2[CH:13]=[CH:14][C:15]([O:17][CH3:18])=[CH:16][C:3]1=2)#[N:20]. Procedure: 11-Chloro-2-methoxy-6,11-dihydrodibenz[b,e]oxepin (10.1 g; 0.038 mole) of Example 24A is dissolved in dry benzene (170 ml) and placed under a dry nitrogen atmosphere. To this solution is added in one portion, CuCN (8.5 g; 0.095 mole). The reaction is brought to reflux (twenty minutes), filtered while hot and the salts are washed with benzene. Removal of the solvent in vacuo yields an oil. The oil is dissolved in a minimal amount of benzene and hexane is added with cooling. The resulting solid is... Reactants: N[C@@H]1C(N[C@H]1CC(C)C)=O (trans-3-amino-4-(2-methylpropyl)-2-azetidinone), ClS(=O)(=O)N=C=O (chlorosulfonyl isocyanate), CC(CC=C)C (4-methyl-1-pentene), Cl[Si](C)(C)C (chlorotrimethylsilane), β-lactam, S(=O)(=O)(C1=CC=C(C)C=C1)N=[N+]=[N-] (tosyl azide), t-butyldimethylsilyl, C(C)(C)[N-]C(C)C.[Li+] (lithium diisopropylamide). The product is N(=[N+]=[N-])[C@@H]1C(N[C@H]1CC(C)C)=O (trans-3-azido-4-(2-methylpropyl)-2-azetidinone). RXN SMILES: [NH2:1][C@H:2]1[C@H:5]([CH2:6][CH:7]([CH3:9])[CH3:8])[NH:4][C:3]1=[O:10].ClS(N=C=O)(=O)=O.CC(C)CC=C.C([N-]C(C)C)(C)C.[Li+].S([N:42]=[N+:43]=[N-])(C1C=CC(C)=CC=1)(=O)=O.Cl[Si](C)(C)C>>[N:1]([C@H:2]1[C@H:5]([CH2:6][CH:7]([CH3:9])[CH3:8])[NH:4][C:3]1=[O:10])=[N+:42]=[N-:43] |f:3.4|. Reported procedure: A solution of 0.731 g. of trans-3-amino-4-(2-methylpropyl)-2-azetidinone (prepared by chlorosulfonyl isocyanate addition to 4-methyl-1-pentene. The obtained β-lactam is protected as the t-butyldimethylsilyl derivative and then treated with lithium diisopropylamide followed by tosyl azide and chlorotrimethylsilane. Acidic work up and silica gel chromatography affords the trans-3-azido-4-(2-methylpropyl)-2-azetidinone which is hydrogenated (10% Pd/C ethanol) to the amino derivative) and 4.58 g. of...